From a dataset of the Open Reaction Database (ORD), a public repository of structured organic reaction records. describe an organic reaction: reactants, conditions, products, and yield The reactants are O=C1NC(=O)c2ccccc21, COC(=O)c1cc2cc(CBr)cc([N+](=O)[O-])c2n1C(=O)OC(C)(C)C, CN(C)C=O, [K], O. Yields the product COC(=O)c1cc2cc(CN3C(=O)c4ccccc4C3=O)cc([N+](=O)[O-])c2n1C(=O)OC(C)(C)C. As a reaction SMILES: [C:26]1(=[O:36])[c:27]2[c:28]([cH:32][cH:33][cH:34][cH:35]2)[C:29](=[O:31])[NH:30]1.[CH3:1][O:2][C:3](=[O:4])[c:5]1[n:6]([C:19](=[O:20])[O:21][C:22]([CH3:23])([CH3:24])[CH3:25])[c:7]2[c:8]([N+:16](=[O:17])[O-:18])[cH:9][c:10]([CH2:14][Br:15])[cH:11][c:12]2[cH:13]1.[CH3:39][N:40]([CH3:41])[CH:42]=[O:43].[K:37].[OH2:38]>>[CH3:1][O:2][C:3](=[O:4])[c:5]1[n:6]([C:19](=[O:20])[O:21][C:22]([CH3:23])([CH3:24])[CH3:25])[c:7]2[c:8]([N+:16](=[O:17])[O-:18])[cH:9][c:10]([CH2:14][N:30]3[C:26](=[O:36])[c:27]4[c:28]([cH:32][cH:33][cH:34][cH:35]4)[C:29]3=[O:31])[cH:11][c:12]2[cH:13]1. RXN SMILES: [I:11][CH:12]([CH3:13])[CH3:14].[O:15]=[CH:16][N:17]([CH3:18])[CH3:19].[cH:1]1[n:2][cH:3][n:4]2[c:9]1[CH2:8][CH2:7][NH:6][C:5]2=[O:10]>>[I-:11].[cH:1]1[n+:2]([CH:12]([CH3:13])[CH3:14])[cH:3][n:4]2[c:9]1[CH2:8][CH2:7][NH:6][C:5]2=[O:10]. Starting materials: CC(C)I, CN(C)C=O, O=C1NCCc2cncn21. The product is [I-], CC(C)[n+]1cc2n(c1)C(=O)NCC2. Starting materials: C(C1=CC=CC=C1)N1CCC(CC1)(C1=CC=CC=C1)C#N (1-benzyl-4-cyano-4-phenylpiperidine), [H-].[Al+3].[Li+].[H-].[H-].[H-] (lithium aluminum hydride), O (water), [OH-].[Na+] (NaOH), O (water). The solvent is C1CCOC1 (THF), C1CCOC1 (THF). Reaction conditions: temperature 0 celsius, time 1 hour. The product is NCC1(CCN(CC1)CC1=CC=CC=C1)C1=CC=CC=C1 (4-(Aminomethyl)-1-benzyl-4-phenylpiperidine). The yield is 54.2%. RXN SMILES: [H-].[Al+3].[Li+].[H-].[H-].[H-].[CH2:7]([N:14]1[CH2:19][CH2:18][C:17]([C:26]#[N:27])([C:20]2[CH:25]=[CH:24][CH:23]=[CH:22][CH:21]=2)[CH2:16][CH2:15]1)[C:8]1[CH:13]=[CH:12][CH:11]=[CH:10][CH:9]=1.O.[OH-].[Na+]>C1COCC1>[NH2:27][CH2:26][C:17]1([C:20]2[CH:25]=[CH:24][CH:23]=[CH:22][CH:21]=2)[CH2:18][CH2:19][N:14]([CH2:7][C:8]2[CH:9]=[CH:10][CH:11]=[CH:12][CH:13]=2)[CH2:15][CH2:16]1 |f:0.1.2.3.4.5,8.9|. Procedure: A suspension of 2.8 g of lithium aluminum hydride in 50 ml of THF is cooled to 0° C. and a solution of 20 g of 1-benzyl-4-cyano-4-phenylpiperidine in 50 ml of THF is added dropwise. The reaction mixture is stirred for 1 hour at RT and then heated for 1 hour at 40° C. It is cooled in an ice bath and 3 ml of water, 3 ml of 4N NaOH solution and 12 ml of water are added successively. The mineral salts are filtered off and the filtrate is evaporated under vacuum. The residue is chromatographed on sil... Starting materials: COC=1C=C(C=CC1NC(=O)NC1=C(C=CC=C1)C)CC(=O)N1CCC2=CC(=CC=C12)C(CC(=O)OCC)C (ethyl (R/S) 3-(1-{[3-methoxy-4-(3-o-tolyl-ureido)-phenyl]-acetyl}-2,3-dihydro-1H-indol-5-yl)-butyrate), [OH-].[Na+] (sodium hydroxide), [OH-].[Na+] (sodium hydroxide). Solvent: CO (methanol). Run at temperature 50 celsius, time 2.5 hour. The product is COC=1C=C(C=CC1NC(=O)NC1=C(C=CC=C1)C)CC(=O)N1CCC2=CC(=CC=C12)C(CC(=O)O)C ((R/S) 3-(1-{[3-Methoxy-4-(3-o-tolyl-ureido)-phenyl]-acetyl}-2,3-dihydro-1H-indol-5-yl)-butyric Acid). Isolated yield 86.7%. Reaction SMILES: [CH3:1][O:2][C:3]1[CH:4]=[C:5]([CH2:20][C:21]([N:23]2[C:31]3[C:26](=[CH:27][C:28]([CH:32]([CH3:39])[CH2:33][C:34]([O:36]CC)=[O:35])=[CH:29][CH:30]=3)[CH2:25][CH2:24]2)=[O:22])[CH:6]=[CH:7][C:8]=1[NH:9][C:10]([NH:12][C:13]1[CH:18]=[CH:17][CH:16]=[CH:15][C:14]=1[CH3:19])=[O:11].[OH-].[Na+]>CO>[CH3:1][O:2][C:3]1[CH:4]=[C:5]([CH2:20][C:21]([N:23]2[C:31]3[C:26](=[CH:27][C:28]([CH:32]([CH3:39])[CH2:33][C:34]([OH:36])=[O:35])=[CH:29][CH:30]=3)[CH2:25][CH2:24]2)=[O:22])[CH:6]=[CH:7][C:8]=1[NH:9][C:10]([NH:12][C:13]1[CH:18]=[CH:17][CH:16]=[CH:15][C:14]=1[CH3:19])=[O:11] |f:1.2|. Reported procedure: A solution of ethyl (R/S) 3-(1-{[3-methoxy-4-(3-o-tolyl-ureido)-phenyl]-acetyl}-2,3-dihydro-1H-indol-5-yl)-butyrate [2.8 g, Reference Example 4(a)] in methanol (about 150 ml) was treated with aqueous sodium hydroxide solution (15 ml, 1M). The mixture was warmed at about 50° C. for 3 hours, then treated with a further aliquot of aqueous sodium hydroxide solution (7.5 ml). After a further 2-3 hours at 50° C. TLC analysis indicated complete reaction. The bulk of the methanol was removed by evaporat... The reactants are ICC=1N=C(OC1C1=CC=CC=C1)C1=CC=C(C=C1)C (4-iodomethyl-5-phenyl-2-p-tolyloxazole), C/C(=N\O)/C(=O)C (diacetylmonoxime), COC=1C=C(C=O)C=CC1OC (3,4-dimethoxybenzaldehyde). Yields the product ICC=1N=C(OC1C)C1=CC(=C(C=C1)OC)OC (4-iodomethyl-5-methyl-2-(3,4-dimethoxyphenyl)oxazole). As a reaction SMILES: [I:1][CH2:2][C:3]1[N:4]=C(C2C=CC(C)=CC=2)O[C:7]=1[C:8]1C=CC=CC=1.C/C(/C(C)=O)=N\O.[CH3:28][O:29][C:30]1[CH:31]=[C:32]([CH:35]=[CH:36][C:37]=1[O:38][CH3:39])[CH:33]=[O:34]>>[I:1][CH2:2][C:3]1[N:4]=[C:33]([C:32]2[CH:35]=[CH:36][C:37]([O:38][CH3:39])=[C:30]([O:29][CH3:28])[CH:31]=2)[O:34][C:7]=1[CH3:8]. Procedure details: Analogously to the building block synthesis of 4-iodomethyl-5-phenyl-2-p-tolyloxazole, diacetylmonoxime and 3,4-dimethoxybenzaldehyde gave 4-iodomethyl-5-methyl-2-(3,4-dimethoxyphenyl)oxazole. Reactants: CC(C)(C)OCCBr, C1COCCOCCOCCOCCO1, [Cl-], [H-], [I-], [NH4+], [Na+], [Na+], OC1CCOCC1, CN(C)C=O. Yields the product CC(C)(C)OCCOC1CCOCC1. Reaction SMILES: [C:10]([CH3:11])([CH3:12])([CH3:13])[O:14][CH2:15][CH2:16][Br:17].[CH2:20]1[O:21][CH2:22][CH2:23][O:24][CH2:25][CH2:26][O:27][CH2:28][CH2:29][O:30][CH2:31][CH2:32][O:33][CH2:34]1.[Cl-:35].[H-:8].[I-:19].[NH4+:36].[Na+:18].[Na+:9].[O:1]1[CH2:2][CH2:3][CH:4]([OH:7])[CH2:5][CH2:6]1.[O:37]=[CH:38][N:39]([CH3:40])[CH3:41]>>[O:1]1[CH2:2][CH2:3][CH:4]([O:7][CH2:16][CH2:15][O:14][C:10]([CH3:11])([CH3:12])[CH3:13])[CH2:5][CH2:6]1. Reactants: [Si](C)(C)(C(C)(C)C)O[C@@H]1C[C@@H]2CC[C@H]3[C@@H]4C[C@H]5[C@H]([C@H](C)[C@]6(O5)CC[C@@H](C)CO6)[C@]4([C@@H]([C@@H]([C@@H]3[C@]2(CC1)C)O)OC(C)=O)C ((3β,5α,11β,12β,25R)-3-(t-butyldimethylsilyloxy)-12-acetoxyspirostan-11-ol), C[Si](C)(C)OS(=O)(=O)C(F)(F)F (trimethylsilyltriflate), N1=C(C=CC=C1C)C (2,6-lutidine). The solvent is C(Cl)Cl (methylene chloride). Yields the product [Si](C)(C)(C(C)(C)C)O[C@@H]1C[C@@H]2CC[C@H]3[C@@H]4C[C@H]5[C@H]([C@H](C)[C@]6(O5)CC[C@@H](C)CO6)[C@]4([C@@H]([C@@H]([C@@H]3[C@]2(CC1)C)O[Si](C)(C)C)OC(C)=O)C ((3β,5α,11β,12β,25R)-3-(t-butyldimethylsilyloxy)-11-(trimethylsilyloxy)-12-acetoxyspirostane). As a reaction SMILES: [Si:1]([O:8][C@H:9]1[CH2:35][CH2:34][C@@:33]2([CH3:36])[C@@H:11]([CH2:12][CH2:13][C@@H:14]3[C@@H:32]2[C@@H:31]([OH:37])[C@@H:30]([O:38][C:39](=[O:41])[CH3:40])[C@@:29]2([CH3:42])[C@H:15]3[CH2:16][C@@H:17]3[O:22][C@@:21]4([O:28][CH2:27][C@H:25]([CH3:26])[CH2:24][CH2:23]4)[C@@H:19]([CH3:20])[C@@H:18]32)[CH2:10]1)([C:4]([CH3:7])([CH3:6])[CH3:5])([CH3:3])[CH3:2].[CH3:43][Si:44](OS(C(F)(F)F)(=O)=O)([CH3:46])[CH3:45].N1C(C)=CC=CC=1C>C(Cl)Cl>[Si:1]([O:8][C@H:9]1[CH2:35][CH2:34][C@@:33]2([CH3:36])[C@@H:11]([CH2:12][CH2:13][C@@H:14]3[C@@H:32]2[C@@H:31]([O:37][Si:44]([CH3:46])([CH3:45])[CH3:43])[C@@H:30]([O:38][C:39](=[O:41])[CH3:40])[C@@:29]2([CH3:42])[C@H:15]3[CH2:16][C@@H:17]3[O:22][C@@:21]4([O:28][CH2:27][C@H:25]([CH3:26])[CH2:24][CH2:23]4)[C@@H:19]([CH3:20])[C@@H:18]32)[CH2:10]1)([C:4]([CH3:5])([CH3:6])[CH3:7])([CH3:2])[CH3:3]. Reported procedure: (3β,5α,11β,12β,25R)-3-(t-butyldimethylsilyloxy)-12-acetoxyspirostan-11-ol was silylated with trimethylsilyltriflate and 2,6-lutidine in methylene chloride according to the procedure described in Tetrahedron Letters, 1981, 22, 3455.